Dataset: the Open Reaction Database (ORD), a public repository of structured organic reaction records. Task: describe an organic reaction: reactants, conditions, products, and yield Starting materials: CCC(CC)Nc1nc(C)nc2c1[nH]c(=O)n2-c1c(C)cc(C)cc1C, C1CCOC1, C[Si](C)(C)[N-][Si](C)(C)C, [Li+]. Product: CCC(CC)Nc1nc(C)nc2c1n(C)c(=O)n2-c1c(C)cc(C)cc1C. As a reaction SMILES: [CH2:1]([CH3:2])[CH:3]([CH2:4][CH3:5])[NH:6][c:7]1[c:8]2[nH:9][c:10](=[O:26])[n:11](-[c:17]3[c:18]([CH3:25])[cH:19][c:20]([CH3:24])[cH:21][c:22]3[CH3:23])[c:12]2[n:13][c:14]([CH3:16])[n:15]1.[CH2:37]1[O:38][CH2:39][CH2:40][CH2:41]1.[CH3:27][Si:28]([N-:29][Si:30]([CH3:31])([CH3:32])[CH3:33])([CH3:34])[CH3:35].[Li+:36]>>[CH2:1]([CH3:2])[CH:3]([CH2:4][CH3:5])[NH:6][c:7]1[c:8]2[n:9]([CH3:27])[c:10](=[O:26])[n:11](-[c:17]3[c:18]([CH3:25])[cH:19][c:20]([CH3:24])[cH:21][c:22]3[CH3:23])[c:12]2[n:13][c:14]([CH3:16])[n:15]1. Starting materials: BrC1=CC=C(C=C1)OCCCCCCCC (1-bromo-4-octyloxybenzene), C(CCC)[Li] (n-butyllithium). The solvent is C1=CC=CC=C1 (benzene), CCCCCC (hexane). Product: C(CCCCCCC)OC1=CC=C(C=C1)[Li] (4-octyloxyphenyllithium). As a reaction SMILES: Br[C:2]1[CH:7]=[CH:6][C:5]([O:8][CH2:9][CH2:10][CH2:11][CH2:12][CH2:13][CH2:14][CH2:15][CH3:16])=[CH:4][CH:3]=1.C([Li:21])CCC>C1C=CC=CC=1.CCCCCC>[CH2:9]([O:8][C:5]1[CH:6]=[CH:7][C:2]([Li:21])=[CH:3][CH:4]=1)[CH2:10][CH2:11][CH2:12][CH2:13][CH2:14][CH2:15][CH3:16]. Procedure details: 31.38 g (110.0 mmol) of 1-bromo-4-octyloxybenzene in 80 ml of benzene and 81 ml (130.0 mmol) of a 1.6-molar n-butyllithium solution in hexane are stirred at room temperature under argon for 4 hours. The 4-octyloxyphenyllithium formed as a white precipitate is filtered off under argon, washed twice with 20 ml of n-hexane, dried in vacuo and slowly added dropwise as a solution in 60 ml of tetrahydrofuran at 0° C. under argon to a solution of 11.51 g (100.0 mmol) of 2,6-difluoropyridine in 80 ml of... Reactants: C(C1=CC=CC=C1)OC1=CC(N(C=C1)CC(=O)C1=CC=C(C=C1)CO)=O (4-Benzyloxy-1-[2-(4-hydroxymethyl-phenyl)-2-oxo-ethyl]-1H-pyridin-2-one), C(C1=CC=CC=C1)OC1=CC(NN=C1)=O (5-Benzyloxy-2H-pyridazin-3-one), ClCC(=O)C1=CC2CN(CCC2S1)CC1=C(C=CC=C1)Cl (2-chloro-1-[5-(2-chloro-benzyl)-3a,4,5,6,7,7a-hexahydro-thieno[3,2-c]pyridin-2-yl]-ethanone). Product: C(C1=CC=CC=C1)OC1=CC(N(N=C1)CC(=O)C1=CC=2CN(CCC2S1)CC1=C(C=CC=C1)Cl)=O (5-Benzyloxy-2-{2-[5-(2-chloro-benzyl)-4,5,6,7-tetrahydro-thieno[3,2-c]pyridin-2-yl]-2-oxo-ethyl}-2H-pyridazin-3-one). As a reaction SMILES: C(OC1C=CN(CC(C2C=CC(CO)=CC=2)=O)C(=O)C=1)C1C=CC=CC=1.[CH2:27]([O:34][C:35]1[CH:40]=[N:39][NH:38][C:37](=[O:41])[CH:36]=1)[C:28]1[CH:33]=[CH:32][CH:31]=[CH:30][CH:29]=1.Cl[CH2:43][C:44]([C:46]1[S:54][CH:53]2[CH:48]([CH2:49][N:50]([CH2:55][C:56]3[CH:61]=[CH:60][CH:59]=[CH:58][C:57]=3[Cl:62])[CH2:51][CH2:52]2)[CH:47]=1)=[O:45]>>[CH2:27]([O:34][C:35]1[CH:40]=[N:39][N:38]([CH2:43][C:44]([C:46]2[S:54][C:53]3[CH2:52][CH2:51][N:50]([CH2:55][C:56]4[CH:61]=[CH:60][CH:59]=[CH:58][C:57]=4[Cl:62])[CH2:49][C:48]=3[CH:47]=2)=[O:45])[C:37](=[O:41])[CH:36]=1)[C:28]1[CH:33]=[CH:32][CH:31]=[CH:30][CH:29]=1. Procedure: 5-Benzyloxy-2-{2-[5-(2-chloro-benzyl)-4,5,6,7-tetrahydro-thieno[3,2-c]pyridin-2-yl]-2-oxo-ethyl}-2H-pyridazin-3-one is prepared following preparation 15b (in DMSO as solvent; purification via reversed HPLC chromatography) from 500 mg (2.47 mmol) 5-benzyloxy-2H-pyridazin-3-one (preparation 5c) and 1.03 g (2.72 mmol) 2-chloro-1-[5-(2-chloro-benzyl)-3a,4,5,6,7,7a-hexahydro-thieno[3,2-c]pyridin-2-yl]-ethanone (preparation 24). Reactants: CN1CCN(CC1)C1=CC=C(C=C1)CC(=O)OC (Methyl 2-(4-(4-methylpiperazin-1-yl)phenyl)acetate), N (ammonia). The product is CN1CCN(CC1)C1=CC=C(C=C1)CC(=O)N (2-(4-(4-methylpiperazin-1-yl)phenyl)acetamide). Isolated yield 57.0%. RXN SMILES: [CH3:1][N:2]1[CH2:7][CH2:6][N:5]([C:8]2[CH:13]=[CH:12][C:11]([CH2:14][C:15]([O:17]C)=O)=[CH:10][CH:9]=2)[CH2:4][CH2:3]1.[NH3:19]>>[CH3:1][N:2]1[CH2:7][CH2:6][N:5]([C:8]2[CH:13]=[CH:12][C:11]([CH2:14][C:15]([NH2:19])=[O:17])=[CH:10][CH:9]=2)[CH2:4][CH2:3]1. Procedure: Methyl 2-(4-(4-methylpiperazin-1-yl)phenyl)acetate (0.45 g, 1.81 mmol) in methanolic ammonia (15 ml) was heated at 100° C. in a pressure bomb overnight. Excess MeOH was concentrated under reduced pressure to give the crude compound. This was washed with n-pentane and dried in vacuo to afford 0.24 g (57%) of 2-(4-(4-methylpiperazin-1-yl)phenyl)acetamide as a brown color solid.